From a dataset of the Open Reaction Database (ORD), a public repository of structured organic reaction records. describe an organic reaction: reactants, conditions, products, and yield The reactants are O=CC1C(OC(=O)c2ccccc2)CC2OC(=O)CC21, O=C(C=P(c1ccccc1)(c1ccccc1)c1ccccc1)C1OCc2ccccc2O1, c1ccccc1. The product is O=C1CC2C(CC(OC(=O)c3ccccc3)C2C=CC(=O)C2OCc3ccccc3O2)O1. RXN SMILES: [CH:1](=[O:2])[CH:3]1[CH:4]2[CH2:5][C:6](=[O:20])[O:7][CH:8]2[CH2:9][CH:10]1[O:11][C:12]([c:13]1[cH:14][cH:15][cH:16][cH:17][cH:18]1)=[O:19].[O:21]=[C:22]([CH:23]=[P:24]([c:25]1[cH:26][cH:27][cH:28][cH:29][cH:30]1)([c:31]1[cH:32][cH:33][cH:34][cH:35][cH:36]1)[c:37]1[cH:38][cH:39][cH:40][cH:41][cH:42]1)[CH:43]1[O:44][CH2:45][c:46]2[c:47]([cH:49][cH:50][cH:51][cH:52]2)[O:48]1.[cH:53]1[cH:54][cH:55][cH:56][cH:57][cH:58]1>>[CH:1]([CH:3]1[CH:4]2[CH2:5][C:6](=[O:20])[O:7][CH:8]2[CH2:9][CH:10]1[O:11][C:12]([c:13]1[cH:14][cH:15][cH:16][cH:17][cH:18]1)=[O:19])=[CH:23][C:22](=[O:21])[CH:43]1[O:44][CH2:45][c:46]2[c:47]([cH:49][cH:50][cH:51][cH:52]2)[O:48]1. The reactants are C(C)C1=C(OC[C@H](CNC(CO)=O)O)C(=CC(=C1)C(NO)=N)C (N—((S)-3-[2-ethyl-4-(N-hydroxycarbamimidoyl)-6-methyl-phenoxy]-2-hydroxy-propyl)-2-hydroxy-acetamide), OC1=CC(=C(C#N)C=C1)C (4-hydroxy-2-methyl-benzonitrile). Product: OCC(=O)NC[C@@H](COC1=CC(=C(C=C1)C(NO)=N)C)O ((S)-2-Hydroxy-N-(2-hydroxy-3-[4-(N-hydroxycarbamimidoyl)-3-methyl-phenoxy]-propyl)-acetamide), oil. As a reaction SMILES: C([C:3]1[CH:18]=[C:17]([C:19](=[NH:22])[NH:20][OH:21])[CH:16]=[C:15](C)[C:4]=1[O:5][CH2:6][C@@H:7]([OH:14])[CH2:8][NH:9][C:10](=[O:13])[CH2:11][OH:12])C.O[C:25]1C=CC(C#N)=C(C)C=1>>[OH:12][CH2:11][C:10]([NH:9][CH2:8][C@H:7]([OH:14])[CH2:6][O:5][C:4]1[CH:3]=[CH:18][C:17]([C:19](=[NH:22])[NH:20][OH:21])=[C:16]([CH3:25])[CH:15]=1)=[O:13]. Procedure: The title compound is obtained as a beige oil (1.0 g) in analogy to N—((S)-3-[2-ethyl-4-(N-hydroxycarbamimidoyl)-6-methyl-phenoxy]-2-hydroxy-propyl)-2-hydroxy-acetamide starting from 4-hydroxy-2-methyl-benzonitrile; LC-MS: tR=0.35 min, [M+H]+=297.99. The reactants are BrC=1C=C2C(=NC1)N=CN2 (6-bromo-1H-imidazo[4,5-b]pyridine), ClCC1=CC=C(C=C1)OC (1-chloromethyl-4-methoxy-benzene), C(=O)([O-])[O-].[Cs+].[Cs+] (Cs2CO3). Run in CN(C)C=O (DMF). Run at time 2 hour. The product is BrC=1C=C2C(=NC1)N=CN2CC2=CC=C(C=C2)OC (6-bromo-1-(4-methoxy-benzyl)-1H-imidazo[4,5-b]pyridine). Isolated yield 56.1%. RXN SMILES: [Br:1][C:2]1[CH:3]=[C:4]2[NH:10][CH:9]=[N:8][C:5]2=[N:6][CH:7]=1.Cl[CH2:12][C:13]1[CH:18]=[CH:17][C:16]([O:19][CH3:20])=[CH:15][CH:14]=1.C([O-])([O-])=O.[Cs+].[Cs+]>CN(C=O)C>[Br:1][C:2]1[CH:3]=[C:4]2[N:10]([CH2:12][C:13]3[CH:18]=[CH:17][C:16]([O:19][CH3:20])=[CH:15][CH:14]=3)[CH:9]=[N:8][C:5]2=[N:6][CH:7]=1 |f:2.3.4|. Procedure details: To a solution of 6-bromo-1H-imidazo[4,5-b]pyridine (500 mg, 2.52 mmol) and 1-chloromethyl-4-methoxy-benzene (394.6 mg, 2.52 mmol) in DMF (10 mL) was added Cs2CO3 (902 mg, 2.77 mmol). The reaction mixture was stirred at room temperature for 2 hours, and then partitioned between EtOAc and water. The organic layer was dried over MgSO4, and concentrated. The residue was purified on a silica gel column eluting with EtOAc-Hexane to provide 6-bromo-1-(4-methoxy-benzyl)-1H-imidazo[4,5-b]pyridine (450 mg...